From a dataset of the Open Reaction Database (ORD), a public repository of structured organic reaction records. describe an organic reaction: reactants, conditions, products, and yield The reactants are BrC=1C=C2C(=CN1)N(N=C2I)C2OCCCC2 (5-bromo-3-iodo-1-(tetrahydro-2H-pyran-2-yl)-1H-pyrazolo[3,4-c]pyridine), FC(C=1C=C(C=CC1)B(O)O)(F)F (3-(trifluoromethyl)phenylboronic acid), N1=CC(=CC=C1)B1OC(C)(C)C(C)(C)O1 (3-pyridineboronic acid pinacol ester). The product is N1=CC(=CC=C1)C=1C=C2C(=CN1)NN=C2C2=CC(=CC=C2)C(F)(F)F (5-(pyridin-3-yl)-3-(3-(trifluoromethyl)phenyl)-1H-pyrazolo[3,4-c]pyridine). The yield is 33.0%. As a reaction SMILES: Br[C:2]1[CH:3]=[C:4]2[C:10](I)=[N:9][N:8](C3CCCCO3)[C:5]2=[CH:6][N:7]=1.[F:18][C:19]([F:30])([F:29])[C:20]1[CH:21]=[C:22](B(O)O)[CH:23]=[CH:24][CH:25]=1.[N:31]1[CH:36]=[CH:35][CH:34]=[C:33](B2OC(C)(C)C(C)(C)O2)[CH:32]=1>>[N:31]1[CH:36]=[CH:35][CH:34]=[C:33]([C:2]2[CH:3]=[C:4]3[C:10]([C:24]4[CH:23]=[CH:22][CH:21]=[C:20]([C:19]([F:30])([F:29])[F:18])[CH:25]=4)=[N:9][NH:8][C:5]3=[CH:6][N:7]=2)[CH:32]=1. Procedure details: Following the Suzuki coupling procedure of Example 159, 5-bromo-3-iodo-1-(tetrahydro-2H-pyran-2-yl)-1H-pyrazolo[3,4-c]pyridine and 3-(trifluoromethyl)phenylboronic acid were reacted and the product was consequently reacted under Suzuki coupling procedure of Example 10 with 3-pyridineboronic acid pinacol ester and deprotected by the procedure of Example 131. The mixture was obtained as a base and purified by crystallization from ethyl acetate to afford 56 mg (33%) of 126 over three steps. ESI MS ... Run in CN(C=O)C (dimethylformamide). As a reaction SMILES: [CH2:1]1[CH2:9][O:8][CH:4]([CH2:5][CH2:6]Cl)[CH:3]([C:10]2[CH:11]=[C:12]3[C:17](=[CH:18][CH:19]=2)[NH:16][C:15](=[O:20])[CH2:14][CH2:13]3)[O:2]1.[I-].[Na+].[NH:23]1[CH:27]=[N:26][CH:25]=[N:24]1.C1CCN2C(=NCCC2)CC1>CN(C)C=O>[CH2:1]1[CH2:9][O:8][CH:4]([CH2:5][CH2:6][N:23]2[CH:27]=[N:26][CH:25]=[N:24]2)[CH:3]([C:10]2[CH:11]=[C:12]3[C:17](=[CH:18][CH:19]=2)[NH:16][C:15](=[O:20])[CH2:14][CH2:13]3)[O:2]1 |f:1.2|. Reactants: [I-].[Na+] (sodium iodide), N1N=CN=C1 (1H-1,2,4-triazol), C1CCC2=NCCCN2CC1 (DBU), C1OC(C(CCCl)OC1)C=1C=C2CCC(NC2=CC1)=O (6-(1-ethylenedioxy-4-chlorobutyl)-3,4-dihydrocarbostyril). Procedure: 10.5 Grams (35.5 mM) of 6-(1-ethylenedioxy-4-chlorobutyl)-3,4-dihydrocarbostyril was dissolved in 10.6 g (71 mM) of dimethylformamide, to this solution was added 10.6 g (71 mM) of sodium iodide, 5.4 g (78.1 mM) of 1H-1,2,4-triazol and 6.5 ml (46.2 mM) of DBU, and the whole mixture was heated at 80° C. for 7 hours with stirring. The reaction mixture was concentrated by removing the solvent by evaporation under reduced pressure, the residue was extracted with chloroform. The chloroform extract was... The product is C1OC(C(CCN2N=CN=C2)OC1)C=1C=C2CCC(NC2=CC1)=O (6-[1-ethylenedioxy-4-(1H-1,2,4-triazol-1-yl)butyl]-3,4-dihydrocarbostyril). Reaction conditions: temperature 80 celsius. Starting materials: O=S(Cl)Cl (SOCl2), OC1CC2C(C=3N=C4C=CC=CC4=CC13)=C(C(C2)=O)[Si](C)(C)C (5-hydroxy-1-trimethylsilanyl-3,3a,4,5-tetrahydro-2H-cyclopenta[c]acridin-2-one), C(=O)(O)[O-].[Na+] (NaHCO3). Run in C(Cl)Cl (DCM). Run at temperature 0 celsius, time 15 minute. Yields the product ClC1CC2C(C=3N=C4C=CC=CC4=CC13)=C(C(C2)=O)[Si](C)(C)C (5-Chloro-1-trimethylsilanyl-3,3a,4,5-tetrahydro-2H-cyclopenta[c]acridin-2-one). RXN SMILES: O[CH:2]1[C:15]2[CH:14]=[C:13]3[C:8]([CH:9]=[CH:10][CH:11]=[CH:12]3)=[N:7][C:6]=2[C:5]2=[C:16]([Si:20]([CH3:23])([CH3:22])[CH3:21])[C:17](=[O:19])[CH2:18][CH:4]2[CH2:3]1.O=S(Cl)[Cl:26].C([O-])(O)=O.[Na+]>C(Cl)Cl>[Cl:26][CH:2]1[C:15]2[CH:14]=[C:13]3[C:8]([CH:9]=[CH:10][CH:11]=[CH:12]3)=[N:7][C:6]=2[C:5]2=[C:16]([Si:20]([CH3:23])([CH3:22])[CH3:21])[C:17](=[O:19])[CH2:18][CH:4]2[CH2:3]1 |f:2.3|. Procedure: The 5-hydroxy-1-trimethylsilanyl-3,3a,4,5-tetrahydro-2H-cyclopenta[c]acridin-2-one (323 mg, 1.00 mmol) is dissolved in 10 ml of freshly distilled DCM under an argon atmosphere at 0° C. SOCl2 (182 μl, 2.5 mmol) is then added dropwise to the reaction medium, which is stirred at 0° C. for 15 min. The reaction medium is then run into a saturated aqueous solution of NaHCO3, the aqueous phase is extracted with DCM and the resulting organic phase is rinsed with a saturated aqueous solution of NaCl, dri... The reactants are C(C)OC(C1=C(N=CC(=C1)Br)NC)=O (5-bromo-2-methylamino-nicotinic acid ethyl ester), [Cl-].[Li+] (lithium chloride), C(=C)[Sn](CCCC)(CCCC)CCCC (vinyl tributyl tin), C(=C)[Sn](CCCC)(CCCC)CCCC (vinyl tributyl tin). The reagents and catalysts are [Cu]Cl (copper(I)chloride), C=1C=CC(=CC1)[P](C=2C=CC=CC2)(C=3C=CC=CC3)[Pd]([P](C=4C=CC=CC4)(C=5C=CC=CC5)C=6C=CC=CC6)([P](C=7C=CC=CC7)(C=8C=CC=CC8)C=9C=CC=CC9)[P](C=1C=CC=CC1)(C=1C=CC=CC1)C=1C=CC=CC1 (tetrakis(triphenylphosphine)palladium(0)). Solvent: CS(=O)C (methyl sulfoxide). Conditions: time 18 hour. The product is C(C)OC(C1=C(N=CC(=C1)C=C)NC)=O (2-methylamino-5-vinyl-nicotinic acid ethyl ester). Isolated yield 89.5%. Reaction SMILES: [CH2:1]([O:3][C:4](=[O:14])[C:5]1[CH:10]=[C:9](Br)[CH:8]=[N:7][C:6]=1[NH:12][CH3:13])[CH3:2].[Cl-].[Li+].[CH:17]([Sn](CCCC)(CCCC)CCCC)=[CH2:18]>CS(C)=O.[Cu]Cl.C1C=CC([P]([Pd]([P](C2C=CC=CC=2)(C2C=CC=CC=2)C2C=CC=CC=2)([P](C2C=CC=CC=2)(C2C=CC=CC=2)C2C=CC=CC=2)[P](C2C=CC=CC=2)(C2C=CC=CC=2)C2C=CC=CC=2)(C2C=CC=CC=2)C2C=CC=CC=2)=CC=1>[CH2:1]([O:3][C:4](=[O:14])[C:5]1[CH:10]=[C:9]([CH:17]=[CH2:18])[CH:8]=[N:7][C:6]=1[NH:12][CH3:13])[CH3:2] |f:1.2,^1:41,43,62,81|. Procedure details: A solution of 5-bromo-2-methylamino-nicotinic acid ethyl ester (100 mg, 0.39 mmol), lithium chloride (98 mg, 2.32 mmol), copper(I)chloride (191 mg, 1.93 mmol), vinyl tributyl tin (151 mg, 0.46 mmol), and tetrakis(triphenylphosphine)palladium(0) (45 mg, 39 μmol) in methyl sulfoxide (3.1 mL) was stirred at 65° C., then after 4 h another portion of vinyl tributyl tin (141 mg, 0.46 mmol) was added, and stirring was continued for 18 h. After cooling, the reaction mixture was partitioned between sat. ...